From a dataset of the Open Reaction Database (ORD), a public repository of structured organic reaction records. describe an organic reaction: reactants, conditions, products, and yield The reactants are COCCN, C#Cc1cc(CNC(=O)C=Cc2ccc(C(F)(F)F)nc2Cl)cc(F)c1NS(C)(=O)=O, Cl, O. The product is C#Cc1cc(CNC(=O)C=Cc2ccc(C(F)(F)F)nc2NCCOC)cc(F)c1NS(C)(=O)=O. RXN SMILES: [CH3:32][O:33][CH2:34][CH2:35][NH2:36].[Cl:1][c:2]1[n:3][c:4]([C:28]([F:29])([F:30])[F:31])[cH:5][cH:6][c:7]1[CH:8]=[CH:9][C:10](=[O:11])[NH:12][CH2:13][c:14]1[cH:15][c:16]([C:26]#[CH:27])[c:17]([NH:21][S:22](=[O:23])(=[O:24])[CH3:25])[c:18]([F:20])[cH:19]1.[ClH:37].[OH2:38]>>[c:2]1([NH:36][CH2:35][CH2:34][O:33][CH3:32])[n:3][c:4]([C:28]([F:29])([F:30])[F:31])[cH:5][cH:6][c:7]1[CH:8]=[CH:9][C:10](=[O:11])[NH:12][CH2:13][c:14]1[cH:15][c:16]([C:26]#[CH:27])[c:17]([NH:21][S:22](=[O:23])(=[O:24])[CH3:25])[c:18]([F:20])[cH:19]1. Starting materials: NC1=C(C=CC(=C1)C#N)S(=O)(=O)N (2-amino-4-cyanobenzenesulfonamide), ClC=1C=C(C=CC1Cl)/C=C/S(=O)(=O)Cl ((E)-2-(3,4-dichlorophenyl)ethenesulfonyl chloride). Yields the product C(#N)C1=CC(=C(C=C1)S(=O)(=O)N)NS(=O)(=O)\C=C\C1=CC(=C(C=C1)Cl)Cl ((E)-4-cyano-2-(2-(3,4-dichlorophenyl)vinylsulfonamido)benzenesulfonamide). Isolated yield 57.0%. Reaction SMILES: [NH2:1][C:2]1[CH:7]=[C:6]([C:8]#[N:9])[CH:5]=[CH:4][C:3]=1[S:10]([NH2:13])(=[O:12])=[O:11].[Cl:14][C:15]1[CH:16]=[C:17](/[CH:22]=[CH:23]/[S:24](Cl)(=[O:26])=[O:25])[CH:18]=[CH:19][C:20]=1[Cl:21]>>[C:8]([C:6]1[CH:5]=[CH:4][C:3]([S:10]([NH2:13])(=[O:11])=[O:12])=[C:2]([NH:1][S:24](/[CH:23]=[CH:22]/[C:17]2[CH:18]=[CH:19][C:20]([Cl:21])=[C:15]([Cl:14])[CH:16]=2)(=[O:26])=[O:25])[CH:7]=1)#[N:9]. Procedure: The title compound was synthesized as described for Example 178 in 57% yield, starting from 2-amino-4-cyanobenzenesulfonamide and (E)-2-(3,4-dichlorophenyl)ethenesulfonyl chloride. The reactants are O=C([O-])[O-], CC(=O)[O-], COc1ccnc(CCc2nc3cc(I)cnc3[nH]2)c1, [Cl-], [K+], [K+], [K+], [Li+], C1COCCO1, O, O=S(=O)(c1ccc(Br)cc1)N(CCO)CCO, [Pd], c1ccc(P(c2ccccc2)c2ccccc2)cc1, c1ccc(P(c2ccccc2)c2ccccc2)cc1, c1ccc(P(c2ccccc2)c2ccccc2)cc1, c1ccc(P(c2ccccc2)c2ccccc2)cc1. The product is COc1ccnc(CCc2nc3cc(-c4ccc(S(=O)(=O)N(CCO)CCO)cc4)cnc3[nH]2)c1. RXN SMILES: [C:43](=[O:44])([O-:45])[O-:46].[CH3:19][C:20](=[O:21])[O-:22].[CH3:23][O:24][c:25]1[cH:26][c:27]([CH2:31][CH2:32][c:33]2[n:34][c:35]3[c:36]([n:37][cH:38][c:39]([I:41])[cH:40]3)[nH:42]2)[n:28][cH:29][cH:30]1.[Cl-:50].[K+:18].[K+:47].[K+:48].[Li+:49].[O:51]1[CH2:52][CH2:53][O:54][CH2:55][CH2:56]1.[OH2:57].[OH:1][CH2:2][CH2:3][N:4]([S:5](=[O:6])(=[O:7])[c:8]1[cH:9][cH:10][c:11]([Br:14])[cH:12][cH:13]1)[CH2:15][CH2:16][OH:17].[Pd:58].[c:116]1([P:117]([c:118]2[cH:119][cH:120][cH:121][cH:122][cH:123]2)[c:124]2[cH:125][cH:126][cH:127][cH:128][cH:129]2)[cH:130][cH:131][cH:132][cH:133][cH:134]1.[c:59]1([P:60]([c:61]2[cH:62][cH:63][cH:64][cH:65][cH:66]2)[c:67]2[cH:68][cH:69][cH:70][cH:71][cH:72]2)[cH:73][cH:74][cH:75][cH:76][cH:77]1.[c:78]1([P:79]([c:80]2[cH:81][cH:82][cH:83][cH:84][cH:85]2)[c:86]2[cH:87][cH:88][cH:89][cH:90][cH:91]2)[cH:92][cH:93][cH:94][cH:95][cH:96]1.[c:97]1([P:98]([c:99]2[cH:100][cH:101][cH:102][cH:103][cH:104]2)[c:105]2[cH:106][cH:107][cH:108][cH:109][cH:110]2)[cH:111][cH:112][cH:113][cH:114][cH:115]1>>[OH:1][CH2:2][CH2:3][N:4]([S:5](=[O:6])(=[O:7])[c:8]1[cH:9][cH:10][c:11](-[c:39]2[cH:38][n:37][c:36]3[c:35]([n:34][c:33]([CH2:32][CH2:31][c:27]4[cH:26][c:25]([O:24][CH3:23])[cH:30][cH:29][n:28]4)[nH:42]3)[cH:40]2)[cH:12][cH:13]1)[CH2:15][CH2:16][OH:17].